From a dataset of the Open Reaction Database (ORD), a public repository of structured organic reaction records. describe an organic reaction: reactants, conditions, products, and yield The reactants are N([C@@H](CC(OCC1=CC=CC=C1)=O)C(=O)NCCC1=CC=CC=C1)C(=O)OC(C)(C)C (Boc—Asp(Bzl)—CONH—CH2CH2Ph), C(C1=CC=CC=C1)S(=O)(=O)Cl (benzyl sulfonyl chloride). Run in C(C)(=O)OCC (ethyl acetate), C(Cl)Cl (CH2Cl2). The product is C1(=CC=CC=C1)CS(=O)(=O)N[C@@H](CC(O)=O)C(=O)NCCC1=CC=CC=C1 (PhCH2SO2—Asp—CONH—CH2CH2Ph). The yield is 54.4%. RXN SMILES: [NH:1](C(OC(C)(C)C)=O)[C@H:2]([C:14]([NH:16][CH2:17][CH2:18][C:19]1[CH:24]=[CH:23][CH:22]=[CH:21][CH:20]=1)=[O:15])[CH2:3][C:4](=[O:13])[O:5]CC1C=CC=CC=1.[CH2:32]([S:39](Cl)(=[O:41])=[O:40])[C:33]1[CH:38]=[CH:37][CH:36]=[CH:35][CH:34]=1>C(OCC)(=O)C.C(Cl)Cl>[C:33]1([CH2:32][S:39]([NH:1][C@H:2]([C:14]([NH:16][CH2:17][CH2:18][C:19]2[CH:20]=[CH:21][CH:22]=[CH:23][CH:24]=2)=[O:15])[CH2:3][C:4](=[O:13])[OH:5])(=[O:41])=[O:40])[CH:38]=[CH:37][CH:36]=[CH:35][CH:34]=1. Procedure details: The keto amide (8) (109 mg, 0.24 mmol) was dissolved in ethyl acetate (5 mL) and cooled in an ice bath. Dry HCl gas was bubbled through until the solution was saturated and then the solution was stirred at r.t. until the starting material had been consumed as indicated by tlc (˜30 min). The solvent was removed under reduced pressure. The residue (22) was dissolved in dry CH2Cl2 (5 mL) and triethylamine (61 mg, 84 μL) added. The solution was then added dropwise to a solution of benzyl sulfonyl ch... Starting materials: CC(C)(C)OC(=O)N1CCC(CC1)C1=C(C=C(C=C1F)N1C(O[C@H](C1)CNC(C)=O)=O)F ((S)-(-)-4-[4-[5-[(acetylamino)methyl]-2-oxo-3-oxazolidinyl]-2,6-difluorophenyl]-1-piperidinecarboxylic 1,1-dimethylethyl ester), FC(C(=O)O)(F)F (trifluoroacetic acid). Run at temperature 0 celsius, time 2 hour. Yields the product O=C1O[C@H](CN1C1=CC(=C(C(=C1)F)C1CCNCC1)F)CNC(C)=O ((S)-(-)-N-[[2-Oxo-3-[4-(4-piperidinyl)-3,5-difluorophenyl]-5-oxazolidinyl]methyl]acetamide). RXN SMILES: CC(OC([N:8]1[CH2:13][CH2:12][CH:11]([C:14]2[C:19]([F:20])=[CH:18][C:17]([N:21]3[CH2:25][C@H:24]([CH2:26][NH:27][C:28](=[O:30])[CH3:29])[O:23][C:22]3=[O:31])=[CH:16][C:15]=2[F:32])[CH2:10][CH2:9]1)=O)(C)C.FC(F)(F)C(O)=O>>[O:31]=[C:22]1[N:21]([C:17]2[CH:16]=[C:15]([F:32])[C:14]([CH:11]3[CH2:12][CH2:13][NH:8][CH2:9][CH2:10]3)=[C:19]([F:20])[CH:18]=2)[CH2:25][C@H:24]([CH2:26][NH:27][C:28](=[O:30])[CH3:29])[O:23]1. Reported procedure: A mixture of (S)-(-)-4-[4-[5-[(acetylamino)methyl]-2-oxo-3-oxazolidinyl]-2,6-difluorophenyl]-1-piperidinecarboxylic 1,1-dimethylethyl ester ((EXAMPLE 35, Step 7, 847 mg) and trifluoroacetic acid (12 mL) maintained at 0° C. under N2 is stirred for two hours and then concentrated under reduced pressure to remove excess trifluoroacetic acid. The residue is diluted with saturated aqueous potassium carbonate (70 mL) and methylene chloride (50 mL), and the layers are separated. The aqueous phase is ex...